Dataset: the Open Reaction Database (ORD), a public repository of structured organic reaction records. Task: describe an organic reaction: reactants, conditions, products, and yield Reactants: Cc1ccnc2c1C(=O)CC(c1ccsc1)C2, CCO, Cl, Cl, N=C(N)NN. The product is Cc1ccnc2c1C(=NNC(=N)N)CC(c1ccsc1)C2, Cl. RXN SMILES: [CH3:1][c:2]1[cH:3][cH:4][n:5][c:6]2[c:11]1[C:10](=[O:12])[CH2:9][CH:8]([c:13]1[cH:14][s:15][cH:16][cH:17]1)[CH2:7]2.[CH3:25][CH2:26][OH:27].[ClH:18].[ClH:24].[NH2:19][NH:20][C:21](=[NH:22])[NH2:23]>>[CH3:1][c:2]1[cH:3][cH:4][n:5][c:6]2[c:11]1[C:10](=[N:19][NH:20][C:21](=[NH:22])[NH2:23])[CH2:9][CH:8]([c:13]1[cH:14][s:15][cH:16][cH:17]1)[CH2:7]2.[ClH:18]. Reactants: FC(C1=CC=C(C=N1)CN)(F)F (C-(6-Trifluoromethyl-pyridin-3-yl)-methylamine), [N+](=O)([O-])C1=C2C=COC(C2=CC=C1)=O (5-nitro-isochromen-1-one). The solvent is CO (methanol). Conditions: temperature 60 celsius, time 3 hour. The product is FC(C1=CC=C(C=N1)CN1C(C2=CC=CC(=C2C=C1)[N+](=O)[O-])=O)(F)F (2((6(Trifluoromethyl)pyridin-3-yl)methyl)-5-nitroisoquinolin-1(2H)-one). The yield is 60.5%. Reaction SMILES: [F:1][C:2]([F:12])([F:11])[C:3]1[N:8]=[CH:7][C:6]([CH2:9][NH2:10])=[CH:5][CH:4]=1.[N+:13]([C:16]1[CH:25]=[CH:24][CH:23]=[C:22]2[C:17]=1[CH:18]=[CH:19][O:20][C:21]2=O)([O-:15])=[O:14]>CO>[F:12][C:2]([F:11])([F:1])[C:3]1[N:8]=[CH:7][C:6]([CH2:9][N:10]2[CH:19]=[CH:18][C:17]3[C:22](=[CH:23][CH:24]=[CH:25][C:16]=3[N+:13]([O-:15])=[O:14])[C:21]2=[O:20])=[CH:5][CH:4]=1. Procedure: C-(6-Trifluoromethyl-pyridin-3-yl)-methylamine (1.00 g, 0.00568 mol) and 5-nitro-isochromen-1-one (1.14 g, 0.00568 mol) were suspended in methanol (10 mL) and the suspension was stirred at 60° C. for 3 hours, then the reaction was microwaved at 100 watts at 100° C. for 60 minutes, and then at 120° C. for 30 min. Solid thus formed was filtered out to yield the product as a yellow solid (1.2 g). MS m/z=350.4 (M+H). Reactants: CCOP(=O)(CC#N)OCC, O=C1CCc2ccc3c(c21)CCO3, Cc1ccccc1, C[O-], CO, [Na+], O. Yields the product N#CC=C1CCc2ccc3c(c21)CCO3. Reaction SMILES: [C:21](#[N:22])[CH2:23][P:24](=[O:25])([O:26][CH2:27][CH3:28])[O:29][CH2:30][CH3:31].[CH2:8]1[c:9]2[c:10]([cH:13][cH:14][c:15]3[c:19]2[C:18](=[O:20])[CH2:17][CH2:16]3)[O:11][CH2:12]1.[CH3:1][c:2]1[cH:3][cH:4][cH:5][cH:6][cH:7]1.[CH3:32][O-:33].[CH3:35][OH:36].[Na+:34].[OH2:37]>>[CH2:8]1[c:9]2[c:10]([cH:13][cH:14][c:15]3[c:19]2[C:18](=[CH:23][C:21]#[N:22])[CH2:17][CH2:16]3)[O:11][CH2:12]1. Reactants: CC1(CC2=C(C3=C(C(NCC3)C=3C(=C(C=C(C3)F)C=3C=C(C(N(C3)C)=O)NC3=NC=4CCN(CC4C=C3)C)CO)S2)C1)C (5-(3-(6,6-Dimethyl-3,4,6,7-tetrahydro-5H-cyclopenta[4,5]thieno[2,3-c]pyridine-1(2H)-yl)-5-fluoro-2-(hydroxymethyl)phenyl)-1-methyl-3-(6-methyl-5,6,7,8-tetrahydro-1,6-naphthyridin-2-ylamino)pyridin-2(1H)-one), BrC=1C=C(C(N(C1)C)=O)NC1=NC=2CCN(CC2C=C1)CC (5-bromo-3-(6-ethyl-5,6,7,8-tetrahydro-1,6-naphthyridin-2-ylamino)-1-methylpyridin-2(1H)-one), 182c. The product is CC1(CC2=C(C3=C(C(NCC3)C=3C(=C(C=C(C3)F)C=3C=C(C(N(C3)C)=O)NC3=NC=4CCN(CC4C=C3)CC)CO)S2)C1)C (5-(3-(6,6-Dimethyl-3,4,6,7-tetrahydro-5H-cyclopenta[4,5]thieno[2,3-c]pyridine-1(2H)-yl)-5-fluoro-2-(hydroxymethyl)phenyl)-1-methyl-3-(6-ethyl-5,6,7,8-tetrahydro-1,6-naphthyridin-2-ylamino)pyridin-2(1H)-one). Yield: 28.0%. Reaction SMILES: [CH3:1][C:2]1([CH3:43])[CH2:42][C:5]2[C:6]3[CH2:11][CH2:10][NH:9][CH:8]([C:12]4[C:13]([CH2:39][OH:40])=[C:14]([C:19]5[CH:20]=[C:21]([NH:27][C:28]6[CH:37]=[CH:36][C:35]7[CH2:34][N:33]([CH3:38])[CH2:32][CH2:31][C:30]=7[N:29]=6)[C:22](=[O:26])[N:23]([CH3:25])[CH:24]=5)[CH:15]=[C:16]([F:18])[CH:17]=4)[C:7]=3[S:41][C:4]=2[CH2:3]1.Br[C:45]1C=C(NC2C=CC3CN(CC)CCC=3N=2)C(=O)N(C)C=1>>[CH3:1][C:2]1([CH3:43])[CH2:42][C:5]2[C:6]3[CH2:11][CH2:10][NH:9][CH:8]([C:12]4[C:13]([CH2:39][OH:40])=[C:14]([C:19]5[CH:20]=[C:21]([NH:27][C:28]6[CH:37]=[CH:36][C:35]7[CH2:34][N:33]([CH2:38][CH3:45])[CH2:32][CH2:31][C:30]=7[N:29]=6)[C:22](=[O:26])[N:23]([CH3:25])[CH:24]=5)[CH:15]=[C:16]([F:18])[CH:17]=4)[C:7]=3[S:41][C:4]=2[CH2:3]1. Procedure details: Using the same general procedure as described for the preparation of 240, reaction of 5-bromo-3-(6-ethyl-5,6,7,8-tetrahydro-1,6-naphthyridin-2-ylamino)-1-methylpyridin-2(1H)-one (143 mg, 0.394 mmol) with 182c (300 mg, 0.513 mmol) gave a 28% yield (70 mg) of 241 as a yellow solid: mp 134-135° C.; 1H NMR (500 MHz, DMSO-d6) d 8.78 (d, 1H, J=2.0 Hz), 8.43 (s, 1H), 7.44 (d, 1H, J=2.0 Hz), 7.31 (dd, 1H, J=9.5, 2.5 Hz), 7.28 (d, 1H, J=8.0 Hz), 7.18 (dd, 1H, J=9.5, 2.5 Hz), 7.06 (d, 1H, J=8.0 Hz), 4.86 ... Starting materials: O=C([O-])[O-], CCOC(=O)C1CCN(Cc2ccccc2)CC1=O, CCN(C(C)C)C(C)C, OB(O)c1ccc(Cl)cc1, ClCCl, O=S(=O)(OS(=O)(=O)C(F)(F)F)C(F)(F)F, [Na+], [Na+], O, c1ccc(P(c2ccccc2)(c2ccccc2)[Pd](P(c2ccccc2)(c2ccccc2)c2ccccc2)(P(c2ccccc2)(c2ccccc2)c2ccccc2)P(c2ccccc2)(c2ccccc2)c2ccccc2)cc1. Yields the product CCOC(=O)C1=C(c2ccc(Cl)cc2)CN(Cc2ccccc2)CC1. As a reaction SMILES: [C:44](=[O:45])([O-:46])[O-:47].[CH2:1]([c:2]1[cH:3][cH:4][cH:5][cH:6][cH:7]1)[N:8]1[CH2:9][C:10](=[O:19])[CH:11]([C:14](=[O:15])[O:16][CH2:17][CH3:18])[CH2:12][CH2:13]1.[CH:20]([N:21]([CH2:22][CH3:23])[CH:24]([CH3:25])[CH3:26])([CH3:27])[CH3:28].[Cl:50][c:51]1[cH:52][cH:53][c:54]([B:57]([OH:58])[OH:59])[cH:55][cH:56]1.[Cl:60][CH2:61][Cl:62].[F:29][C:30]([S:31]([O:32][S:33]([C:34]([F:35])([F:36])[F:37])(=[O:38])=[O:39])(=[O:40])=[O:41])([F:42])[F:43].[Na+:48].[Na+:49].[OH2:140].[cH:63]1[cH:64][cH:65][c:66]([P:67]([Pd:68]([P:69]([c:70]2[cH:71][cH:72][cH:73][cH:74][cH:75]2)([c:76]2[cH:77][cH:78][cH:79][cH:80][cH:81]2)[c:82]2[cH:83][cH:84][cH:85][cH:86][cH:87]2)([P:88]([c:89]2[cH:90][cH:91][cH:92][cH:93][cH:94]2)([c:95]2[cH:96][cH:97][cH:98][cH:99][cH:100]2)[c:101]2[cH:102][cH:103][cH:104][cH:105][cH:106]2)[P:107]([c:108]2[cH:109][cH:110][cH:111][cH:112][cH:113]2)([c:114]2[cH:115][cH:116][cH:117][cH:118][cH:119]2)[c:120]2[cH:121][cH:122][cH:123][cH:124][cH:125]2)([c:126]2[cH:127][cH:128][cH:129][cH:130][cH:131]2)[c:132]2[cH:133][cH:134][cH:135][cH:136][cH:137]2)[cH:138][cH:139]1>>[CH2:1]([c:2]1[cH:3][cH:4][cH:5][cH:6][cH:7]1)[N:8]1[CH2:9][C:10]([c:54]2[cH:53][cH:52][c:51]([Cl:50])[cH:56][cH:55]2)=[C:11]([C:14](=[O:15])[O:16][CH2:17][CH3:18])[CH2:12][CH2:13]1. Reactants: C1CCOC1, O=C(O)C(CC=CCOCc1ccccc1)CC(O)c1ccc(F)cc1, CI, [H-], [Na+]. Yields the product COC(CC(CC=CCOCc1ccccc1)C(=O)O)c1ccc(F)cc1. RXN SMILES: [CH2:31]1[O:32][CH2:33][CH2:34][CH2:35]1.[CH2:3]([c:4]1[cH:5][cH:6][cH:7][cH:8][cH:9]1)[O:10][CH2:11][CH:12]=[CH:13][CH2:14][CH:15]([C:16](=[O:17])[OH:18])[CH2:19][CH:20]([OH:21])[c:22]1[cH:23][cH:24][c:25]([F:28])[cH:26][cH:27]1.[CH3:29][I:30].[H-:2].[Na+:1]>>[CH2:3]([c:4]1[cH:5][cH:6][cH:7][cH:8][cH:9]1)[O:10][CH2:11][CH:12]=[CH:13][CH2:14][CH:15]([C:16](=[O:17])[OH:18])[CH2:19][CH:20]([O:21][CH3:29])[c:22]1[cH:23][cH:24][c:25]([F:28])[cH:26][cH:27]1.